From a dataset of the Open Reaction Database (ORD), a public repository of structured organic reaction records. describe an organic reaction: reactants, conditions, products, and yield Reactants: C(C)(C)(C)OC([C@@H](CN1C(C=2C(C1=O)=CC=CC2)=O)N)=O (tert-butyl-2(R)-amino-3-phthalimido-propionate), C[Si](C)(C)C#N (trimethylsilylcyanide), Cl (hydrochloric acid), CC1=C(C(=CC(=C1)OC)C)S(=O)(=O)Cl (2,6-dimethyl-4-methoxybenzenesulfonyl chloride). Run in C(C)#N (acetonitrile), C(C)(=O)OCC (ethyl acetate). Reaction conditions: time 1 hour. Yields the product CC1=C(C(=CC(=C1)OC)C)S(=O)(=O)N[C@@H](C(=O)OC(C)(C)C)CN1C(C=2C(C1=O)=CC=CC2)=O (tert-butyl 2(R)-(2,6-dimethyl-4-methoxybenzene sulfonylamino)-3-phthalimido-propionate). Yield: 71.9%. Reaction SMILES: [C:1]([O:5][C:6](=[O:21])[C@H:7]([NH2:20])[CH2:8][N:9]1[C:13](=[O:14])[C:12]2=[CH:15][CH:16]=[CH:17][CH:18]=[C:11]2[C:10]1=[O:19])([CH3:4])([CH3:3])[CH3:2].C[Si](C#N)(C)C.[CH3:28][C:29]1[CH:34]=[C:33]([O:35][CH3:36])[CH:32]=[C:31]([CH3:37])[C:30]=1[S:38](Cl)(=[O:40])=[O:39].Cl>C(#N)C.C(OCC)(=O)C>[CH3:28][C:29]1[CH:34]=[C:33]([O:35][CH3:36])[CH:32]=[C:31]([CH3:37])[C:30]=1[S:38]([NH:20][C@H:7]([CH2:8][N:9]1[C:10](=[O:19])[C:11]2=[CH:18][CH:17]=[CH:16][CH:15]=[C:12]2[C:13]1=[O:14])[C:6]([O:5][C:1]([CH3:4])([CH3:2])[CH3:3])=[O:21])(=[O:39])=[O:40]. Reported procedure: To a stirred solution of tert-butyl-2(R)-amino-3-phthalimido-propionate (5.7 g, 19.63 mmol) in dry acetonitrile (60 ml) was added trimethylsilylcyanide (8.6 ml, 68.7 mmol). After 5 minutes 2,6-dimethyl-4-methoxybenzenesulfonyl chloride (4.84 g, 20.6 mmol) was added in one portion. The material was stirred at ambient temperature for 1 hour and then ethyl acetate (80 ml) was added and the mixture was transferred to a seperatory funnel. The organic phase was partioned with aqueous hydrochloric acid... Starting materials: CO, Fc1ccccc1C1(C(F)F)COCC(=S)N1, N. Product: NC1=NC(c2ccccc2F)(C(F)F)COC1. RXN SMILES: [CH3:19][OH:20].[F:1][CH:2]([C:3]1([c:10]2[c:11]([F:16])[cH:12][cH:13][cH:14][cH:15]2)[NH:4][C:5](=[S:9])[CH2:6][O:7][CH2:8]1)[F:17].[NH3:18]>>[F:1][CH:2]([C:3]1([c:10]2[c:11]([F:16])[cH:12][cH:13][cH:14][cH:15]2)[N:4]=[C:5]([NH2:18])[CH2:6][O:7][CH2:8]1)[F:17].